This data is from the Open Reaction Database (ORD), a public repository of structured organic reaction records. The task is: describe an organic reaction: reactants, conditions, products, and yield Reported procedure: A mixture of (S)-2-(1-aminoethyl)-1-cyclopropyl-N-methyl-1H-benzo[d]imidazole-7-carboxamide (Prepared in Example 20, 190 mg, 0.74 mmol), 6-chloro-5-iodopyrimidin-4-amine (188 mg, 0.736 mmol) and 1,1′-dimethyltriethylamine (256 μL, 1.47 mmol) in n-butanol (2 mL) was stirred at 120° C. After 18 h, the mixture was cooled to rt and concentrated under reduced pressure. The residue was purified by column chromatography on a silica gel column using 0 to 10% gradient of MeOH in DCM-EtOAc (1:1) as eluent... Run in C(CCC)O (n-butanol). Conditions: temperature 120 celsius, time 18 hour. Reactants: N[C@@H](C)C1=NC2=C(N1C1CC1)C(=CC=C2)C(=O)NC ((S)-2-(1-aminoethyl)-1-cyclopropyl-N-methyl-1H-benzo[d]imidazole-7-carboxamide), ClC1=C(C(=NC=N1)N)I (6-chloro-5-iodopyrimidin-4-amine), CCN(C(C)C)C(C)C (1,1′-dimethyltriethylamine). Product: NC1=C(C(=NC=N1)N[C@@H](C)C1=NC2=C(N1C1CC1)C(=CC=C2)C(=O)NC)I ((S)-2-(1-(6-amino-5-iodopyrimidin-4-ylamino)ethyl)-1-cyclopropyl-N-methyl-1H-benzo-[d]imidazole-7-carboxamide). Reaction SMILES: [NH2:1][C@H:2]([C:4]1[N:8]([CH:9]2[CH2:11][CH2:10]2)[C:7]2[C:12]([C:16]([NH:18][CH3:19])=[O:17])=[CH:13][CH:14]=[CH:15][C:6]=2[N:5]=1)[CH3:3].Cl[C:21]1[N:26]=[CH:25][N:24]=[C:23]([NH2:27])[C:22]=1[I:28].CCN(C(C)C)C(C)C>C(O)CCC>[NH2:27][C:23]1[N:24]=[CH:25][N:26]=[C:21]([NH:1][C@H:2]([C:4]2[N:8]([CH:9]3[CH2:10][CH2:11]3)[C:7]3[C:12]([C:16]([NH:18][CH3:19])=[O:17])=[CH:13][CH:14]=[CH:15][C:6]=3[N:5]=2)[CH3:3])[C:22]=1[I:28].